Dataset: the Open Reaction Database (ORD), a public repository of structured organic reaction records. Task: describe an organic reaction: reactants, conditions, products, and yield Starting materials: CC1(C)OCC(Cn2ccc(NC(=O)C(CC(C(F)(F)F)C(F)(F)F)N3CC(Oc4ccccc4Cl)=CC3=O)n2)O1, CO, O, Cc1ccc(S(=O)(=O)O)cc1. Product: O=C(Nc1ccn(CC(O)CO)n1)C(CC(C(F)(F)F)C(F)(F)F)N1CC(Oc2ccccc2Cl)=CC1=O. Reaction SMILES: [CH3:1][C:2]1([CH3:41])[O:3][CH2:4][CH:5]([CH2:7][n:8]2[n:9][c:10]([NH:13][C:14]([CH:15]([CH2:16][CH:17]([C:18]([F:19])([F:20])[F:21])[C:22]([F:23])([F:24])[F:25])[N:26]3[C:27](=[O:39])[CH:28]=[C:29]([O:31][c:32]4[c:33]([Cl:38])[cH:34][cH:35][cH:36][cH:37]4)[CH2:30]3)=[O:40])[cH:11][cH:12]2)[O:6]1.[CH3:54][OH:55].[OH2:42].[c:43]1([CH3:44])[cH:45][cH:46][c:47]([S:48]([OH:49])(=[O:50])=[O:51])[cH:52][cH:53]1>>[OH:3][CH2:4][CH:5]([OH:6])[CH2:7][n:8]1[n:9][c:10]([NH:13][C:14]([CH:15]([CH2:16][CH:17]([C:18]([F:19])([F:20])[F:21])[C:22]([F:23])([F:24])[F:25])[N:26]2[C:27](=[O:39])[CH:28]=[C:29]([O:31][c:32]3[c:33]([Cl:38])[cH:34][cH:35][cH:36][cH:37]3)[CH2:30]2)=[O:40])[cH:11][cH:12]1. Reactants: CCN=C=NCCCN(C)C, ClCCl, CCCCCCCOc1ccc2cc(C(=O)O)ccc2c1, Cl, O, O=C1CCC(=O)N1O. The product is CCCCCCCOc1ccc2cc(C(=O)ON3C(=O)CCC3=O)ccc2c1. As a reaction SMILES: [CH2:31]([N:32]=[C:33]=[N:34][CH2:35][CH2:36][CH2:37][N:38]([CH3:39])[CH3:40])[CH3:41].[CH2:43]([Cl:44])[Cl:45].[CH2:9]([CH2:10][CH2:11][CH2:12][CH2:13][CH2:14][CH3:15])[O:16][c:17]1[cH:18][c:19]2[cH:20][cH:21][c:22]([C:27](=[O:28])[OH:29])[cH:23][c:24]2[cH:25][cH:26]1.[ClH:30].[OH2:42].[OH:1][N:2]1[C:3](=[O:8])[CH2:4][CH2:5][C:6]1=[O:7]>>[O:1]([N:2]1[C:3](=[O:8])[CH2:4][CH2:5][C:6]1=[O:7])[C:27]([c:22]1[cH:21][cH:20][c:19]2[cH:18][c:17]([O:16][CH2:9][CH2:10][CH2:11][CH2:12][CH2:13][CH2:14][CH3:15])[cH:26][cH:25][c:24]2[cH:23]1)=[O:28]. Starting materials: N1=C(C=CC2=CC=CC=C12)COC1=CC=C(CC=2C=C(C(=O)N)C=CC2)C=C1 (3-(4-(2-Quinolinylmethyloxy)benzyl)benzamide), CS(=O)(=O)Cl (methane sulfonyl chloride), ice water. The solvent is N1=CC=CC=C1 (pyridine). The product is N1=C(C=CC2=CC=CC=C12)COC1=CC=C(CC=2C=C(C#N)C=CC2)C=C1 (3-(4-(2-quinolinylmethyloxy)benzyl)benzonitrile). RXN SMILES: [N:1]1[C:10]2[C:5](=[CH:6][CH:7]=[CH:8][CH:9]=2)[CH:4]=[CH:3][C:2]=1[CH2:11][O:12][C:13]1[CH:28]=[CH:27][C:16]([CH2:17][C:18]2[CH:19]=[C:20]([CH:24]=[CH:25][CH:26]=2)[C:21]([NH2:23])=O)=[CH:15][CH:14]=1.CS(Cl)(=O)=O>N1C=CC=CC=1>[N:1]1[C:10]2[C:5](=[CH:6][CH:7]=[CH:8][CH:9]=2)[CH:4]=[CH:3][C:2]=1[CH2:11][O:12][C:13]1[CH:28]=[CH:27][C:16]([CH2:17][C:18]2[CH:19]=[C:20]([CH:24]=[CH:25][CH:26]=2)[C:21]#[N:23])=[CH:15][CH:14]=1. Procedure: 3-(4-(2-Quinolinylmethyloxy)benzyl)benzamide (0.03 mol) in pyridine (150 ml) with methane sulfonyl chloride (0.06 mol) is heated at 70° C. for several hours. The reaction mixture is poured into ice water and extracted with ethyl acetate. The ethyl acetate extract is dried (magnesium sulfate) then applied to a silica gel column. The product is isolated by elution with the appropriate mixture of ethyl acetate and petroleum ether to obtain 3-(4-(2-quinolinylmethyloxy)benzyl)benzonitrile. The product is CC(C)c1[nH]nc(OC2OC(CO)C(O)C(O)C2O)c1Cc1ccccc1OCc1cccc(Br)c1. RXN SMILES: [Br:29][c:30]1[cH:31][c:32]([CH2:33][Br:34])[cH:35][cH:36][cH:37]1.[CH:1]1([O:12][c:13]2[n:14][nH:15][c:16]([CH:26]([CH3:27])[CH3:28])[c:17]2[CH2:18][c:19]2[c:20]([OH:25])[cH:21][cH:22][cH:23][cH:24]2)[CH:2]([OH:3])[CH:4]([OH:5])[CH:6]([OH:7])[CH:8]([CH2:10][OH:11])[O:9]1>>[CH:1]1([O:12][c:13]2[n:14][nH:15][c:16]([CH:26]([CH3:27])[CH3:28])[c:17]2[CH2:18][c:19]2[c:20]([O:25][CH2:33][c:32]3[cH:31][c:30]([Br:29])[cH:37][cH:36][cH:35]3)[cH:21][cH:22][cH:23][cH:24]2)[CH:2]([OH:3])[CH:4]([OH:5])[CH:6]([OH:7])[CH:8]([CH2:10][OH:11])[O:9]1. The reactants are BrCc1cccc(Br)c1, CC(C)c1[nH]nc(OC2OC(CO)C(O)C(O)C2O)c1Cc1ccccc1O. Reactants: Brc1cnc2c(c1)COCCN2, C=CC(=O)OC(C)(C)C, CCC#N, CC(=O)[O-], CC(=O)[O-], CN(C)C=O, [Pd+2]. The product is CC(C)(C)OC(=O)C=Cc1cnc2c(c1)COCCN2. Reaction SMILES: [Br:1][c:2]1[cH:3][c:4]2[c:5]([n:11][cH:12]1)[NH:6][CH2:7][CH2:8][O:9][CH2:10]2.[C:13]([CH:14]=[CH2:15])(=[O:16])[O:17][C:18]([CH3:19])([CH3:20])[CH3:21].[C:22](#[N:23])[CH2:24][CH3:25].[O-:32][C:33]([CH3:34])=[O:35].[O-:36][C:37]([CH3:38])=[O:39].[O:26]=[CH:27][N:28]([CH3:29])[CH3:30].[Pd+2:31]>>[c:2]1([CH:15]=[CH:14][C:13](=[O:16])[O:17][C:18]([CH3:19])([CH3:20])[CH3:21])[cH:3][c:4]2[c:5]([n:11][cH:12]1)[NH:6][CH2:7][CH2:8][O:9][CH2:10]2. Reactants: C1(CCCCC1)C1=CC=C(C=C1)NC(CBr)=O (N-(4-cyclohexyl-phenyl)-2-bromoacetamide), C(C1=CC=CC=C1)C1(CCNCC1)O (4-benzyl-4-hydroxypiperidine), C([O-])([O-])=O.[K+].[K+] (potassium carbonate). Solvent: CS(=O)C (dimethyl sulfoxide). Run at time 1 hour. The product is C(C1=CC=CC=C1)C1(CCN(CC1)CC(=O)NC1=CC=C(C=C1)C1CCCCC1)O (2-(4-Benzyl-4-hydroxypiperidin-1-yl)-N-(4-cyclohexylphenyl)acetamide). RXN SMILES: [CH:1]1([C:7]2[CH:12]=[CH:11][C:10]([NH:13][C:14](=[O:17])[CH2:15]Br)=[CH:9][CH:8]=2)[CH2:6][CH2:5][CH2:4][CH2:3][CH2:2]1.[CH2:18]([C:25]1([OH:31])[CH2:30][CH2:29][NH:28][CH2:27][CH2:26]1)[C:19]1[CH:24]=[CH:23][CH:22]=[CH:21][CH:20]=1.C(=O)([O-])[O-].[K+].[K+]>CS(C)=O>[CH2:18]([C:25]1([OH:31])[CH2:30][CH2:29][N:28]([CH2:15][C:14]([NH:13][C:10]2[CH:11]=[CH:12][C:7]([CH:1]3[CH2:6][CH2:5][CH2:4][CH2:3][CH2:2]3)=[CH:8][CH:9]=2)=[O:17])[CH2:27][CH2:26]1)[C:19]1[CH:20]=[CH:21][CH:22]=[CH:23][CH:24]=1 |f:2.3.4|. Procedure details: A mixture of N-(4-cyclohexyl-phenyl)-2-bromoacetamide (29.6 mg, 0.10 mmol), 4-benzyl-4-hydroxypiperidine (19.1 mg, 0.10 mmol), and potassium carbonate (13.8 mg, 0.1 mmol) in dimethyl sulfoxide (1.0 mL) was stirred 1 hour. The mixture was filtered through a short pad of Celite in a pasteur pipet TLC Rf 0.21 (silica gel, 50:50 hexane/ethyl acetate), 0.14 (reverse phase, 80:20 methanol/water); HPLC: 5.89 min (C18 Cartridge column (Perkin Elmer/PE Xpress #0258-0164) 20:80 Acetonitrile/water to 95:5 ... The reactants are O=C([O-])O, CC#N, COc1ccc2[nH]c(=O)cc(CCCl)c2c1, O=C(c1ccc(F)cc1)C1CCNCC1, [Na+]. Yields the product COc1ccc2[nH]c(=O)cc(CCN3CCC(C(=O)c4ccc(F)cc4)CC3)c2c1, Cl. Reaction SMILES: [C:32](=[O:33])([O-:34])[OH:35].[CH3:37][C:38]#[N:39].[Cl:1][CH2:2][CH2:3][c:4]1[cH:5][c:6](=[O:16])[nH:7][c:8]2[cH:9][cH:10][c:11]([O:14][CH3:15])[cH:12][c:13]12.[F:17][c:18]1[cH:19][cH:20][c:21]([C:22](=[O:23])[CH:24]2[CH2:25][CH2:26][NH:27][CH2:28][CH2:29]2)[cH:30][cH:31]1.[Na+:36]>>[CH2:2]([CH2:3][c:4]1[cH:5][c:6](=[O:16])[nH:7][c:8]2[cH:9][cH:10][c:11]([O:14][CH3:15])[cH:12][c:13]12)[N:27]1[CH2:26][CH2:25][CH:24]([C:22]([c:21]2[cH:20][cH:19][c:18]([F:17])[cH:31][cH:30]2)=[O:23])[CH2:29][CH2:28]1.[ClH:1].